From a dataset of the Open Reaction Database (ORD), a public repository of structured organic reaction records. describe an organic reaction: reactants, conditions, products, and yield RXN SMILES: [CH3:1][O-].[Na+:3].Cl.[N:5]1[CH:10]=[CH:9][C:8](CCl)=[CH:7][CH:6]=1.[SH:13][CH:14]([CH3:18])[C:15]([OH:17])=[O:16]>C(O)C>[N:5]1[CH:6]=[CH:7][CH:8]=[CH:9][C:10]=1[CH2:1][S:13][CH:14]([CH3:18])[C:15]([O-:17])=[O:16].[Na+:3] |f:0.1,2.3,6.7|. Yields the product N1=C(C=CC=C1)CSC(C(=O)[O-])C.[Na+] (Sodium 2-(-Picolylthio)propionate). Procedure: Sodium methoxide (5.1 g., 94 mmoles) was dissolved in 50 ml. of absolute ethanol and cooled in an ice bath. A slurry of 4-picolyl chloride hydrochloride (5.0 g., 30.4 mmoles) in 45 ml. of ethanol was added and the chilled reaction mixture stirred for approximately 10 minutes. Finally, 2-mercaptopropionic acid (3.23 g., 30.4 mmoles) dissolved in 5 ml. of ethanol was added over a 10 minute period. The mixture was allowed to warm to room temperature and stirred overnight (approximately 16 hours). T... Starting materials: C[O-].[Na+] (Sodium methoxide), Cl.N1=CC=C(C=C1)CCl (4-picolyl chloride hydrochloride), SC(C(=O)O)C (2-mercaptopropionic acid). Conditions: time 10 minute. The solvent is C(C)O (ethanol), C(C)O (ethanol), C(C)O (ethanol). The reactants are CC(C=C)O (3-butene-2-ol), [H-].[K+] (potassium hydride), C1CCOC1 (THF), alkoxide, ClC(C#N)(Cl)Cl (trichloroacetonitrile). Solvent: CCOCC (ether). Run at temperature 0 celsius, time 3 hour. Yields the product C(C=CC)NC(C(Cl)(Cl)Cl)=O (N-(2-butenyl)-2,2,2-trichloroacetamide). As a reaction SMILES: [CH3:1][CH:2](O)[CH:3]=[CH2:4].[H-].[K+].[Cl:8][C:9]([Cl:13])([Cl:12])[C:10]#[N:11].C1C[O:17]CC1>CCOCC>[CH2:1]([NH:11][C:10](=[O:17])[C:9]([Cl:13])([Cl:12])[Cl:8])[CH:2]=[CH:3][CH3:4] |f:1.2|. Procedure details: A solution of 3-butene-2-ol (8.7 mL, 100 mmol) in THF (50 mL) was added to potassium hydride (KH, 600 mg, 15 mmol) over 15 min. The resulting alkoxide solution was added to a stirred solution of trichloroacetonitrile (10.03 mL, 100 mmol) in ether (100 mL) at -10° C. The solution was stirred at 0° C. for 3 h, followed by removal of solvent under reduced pressure (temperature <25 ° C.); pentane (400 mL) and methanol (1 mL) were added, and the mixture filtered. Concentration afforded a yellow oil (... Starting materials: Cl.COC=1C=C(C[C@@H]2N[C@H](CC2)CCC2=CC=C(C=C2)OC)C=CC1OC (trans-2-(3,4-dimethoxybenzyl)-5-[2-(4-methoxyphenyl)ethyl]pyrrolidine hydrochloride), C(Cl)Cl (methylene chloride), B(Br)(Br)Br (boron tribromide). Run in CO (methanol). Conditions: temperature -60 celsius. The product is Br.OC=1C=C(C[C@@H]2N[C@H](CC2)CCC2=CC=C(C=C2)O)C=CC1O (Trans-2-(3,4-dihydroxybenzyl)-5-[2-(4-hydroxyphenyl)ethyl]pyrrolidine hydrobromide). As a reaction SMILES: Cl.C[O:3][C:4]1[CH:5]=[C:6]([CH:23]=[CH:24][C:25]=1[O:26]C)[CH2:7][C@H:8]1[CH2:12][CH2:11][C@H:10]([CH2:13][CH2:14][C:15]2[CH:20]=[CH:19][C:18]([O:21]C)=[CH:17][CH:16]=2)[NH:9]1.C(Cl)Cl.B(Br)(Br)[Br:32]>CO>[BrH:32].[OH:3][C:4]1[CH:5]=[C:6]([CH:23]=[CH:24][C:25]=1[OH:26])[CH2:7][C@H:8]1[CH2:12][CH2:11][C@H:10]([CH2:13][CH2:14][C:15]2[CH:20]=[CH:19][C:18]([OH:21])=[CH:17][CH:16]=2)[NH:9]1 |f:0.1,5.6|. Procedure: A solution of 1 g. (0.003 mole) of trans-2-(3,4-dimethoxybenzyl)-5-[2-(4-methoxyphenyl)ethyl]pyrrolidine hydrochloride in 35 ml. of methylene chloride was cooled to -65° C. and treated with 2.68 g. (0.012 mole) of boron tribromide dropwise. The reaction mixture was then stirred under N2 and slowly warmed from -65° to room temperature over the course of one hour and 25 minutes. The solution was then cooled again to -60° C. and 25 ml. of methanol was cautiously added. Solvent was removed in vacuo,... Reactants: BrC=1C=C2C(=CNC2=C(C1)C(=O)N)C1CCN(CC1)S(=O)(=O)CCCOC (5-bromo-3-(1-{[3-(methyloxy)propyl]sulfonyl}-4-piperidinyl)-1H-indole-7-carboxamide), C(=O)C=1C=C(C=CC1)B(O)O ((3-formylphenyl)boronic acid), C([O-])([O-])=O (carbonate). The reagents and catalysts are C=1C=CC(=CC1)[P](C=2C=CC=CC2)(C=3C=CC=CC3)[Pd]([P](C=4C=CC=CC4)(C=5C=CC=CC5)C=6C=CC=CC6)([P](C=7C=CC=CC7)(C=8C=CC=CC8)C=9C=CC=CC9)[P](C=1C=CC=CC1)(C=1C=CC=CC1)C=1C=CC=CC1 (Pd(PPh3)4). Run in O1CCOCC1 (dioxane), O (water). Run at temperature 160 celsius. The product is C(=O)C=1C=C(C=CC1)C=1C=C2C(=CNC2=C(C1)C(=O)N)C1CCN(CC1)S(=O)(=O)CCCOC (5-(3-formylphenyl)-3-(1-{[3-(methyloxy)propyl]sulfonyl}-4-piperidinyl)-1H-indole-7-carboxamide). Isolated yield 68.9%. RXN SMILES: Br[C:2]1[CH:3]=[C:4]2[C:8](=[C:9]([C:11]([NH2:13])=[O:12])[CH:10]=1)[NH:7][CH:6]=[C:5]2[CH:14]1[CH2:19][CH2:18][N:17]([S:20]([CH2:23][CH2:24][CH2:25][O:26][CH3:27])(=[O:22])=[O:21])[CH2:16][CH2:15]1.[CH:28]([C:30]1[CH:31]=[C:32](B(O)O)[CH:33]=[CH:34][CH:35]=1)=[O:29].C(=O)([O-])[O-]>O1CCOCC1.O.C1C=CC([P]([Pd]([P](C2C=CC=CC=2)(C2C=CC=CC=2)C2C=CC=CC=2)([P](C2C=CC=CC=2)(C2C=CC=CC=2)C2C=CC=CC=2)[P](C2C=CC=CC=2)(C2C=CC=CC=2)C2C=CC=CC=2)(C2C=CC=CC=2)C2C=CC=CC=2)=CC=1>[CH:28]([C:30]1[CH:35]=[C:34]([C:2]2[CH:3]=[C:4]3[C:8](=[C:9]([C:11]([NH2:13])=[O:12])[CH:10]=2)[NH:7][CH:6]=[C:5]3[CH:14]2[CH2:15][CH2:16][N:17]([S:20]([CH2:23][CH2:24][CH2:25][O:26][CH3:27])(=[O:21])=[O:22])[CH2:18][CH2:19]2)[CH:33]=[CH:32][CH:31]=1)=[O:29] |^1:53,55,74,93|. Procedure: To a solution of 5-bromo-3-(1-{[3-(methyloxy)propyl]sulfonyl}-4-piperidinyl)-1H-indole-7-carboxamide (420 mg, 0.9 mmol) in dioxane (6.0 mL) and water (2.0 ml), (3-formylphenyl)boronic acid (750.0 mg, 5.0 mmol), Pd(PPh3)4 (100.0 mg, 10%) and cessium carbonate (800 mg, 1.8 mmol) were added. The reaction mixture was heated in a Smith synthesizer microwave at 160° C. for 20 min. All solvent was evaporated under reduced pressure. The residue was purified by flash column chromatography (ethyl acetate/... Reactants: CN(CCCCCCCCCCCCCCCC)C (dimethyl hexadecyl amine), C(C=C)I (allyl iodide), amine. Solvent: C(C)(=O)OCC (ethyl acetate). Product: [I-].C(C=C)[N+](C)(C)CCCCCCCCCCCCCCCC (Allyl Hexadecyl Dimethyl Ammonium Iodide). RXN SMILES: [CH2:1]([I:4])[CH:2]=[CH2:3].[CH3:5][N:6]([CH3:23])[CH2:7][CH2:8][CH2:9][CH2:10][CH2:11][CH2:12][CH2:13][CH2:14][CH2:15][CH2:16][CH2:17][CH2:18][CH2:19][CH2:20][CH2:21][CH3:22]>C(OCC)(=O)C>[I-:4].[CH2:1]([N+:6]([CH2:7][CH2:8][CH2:9][CH2:10][CH2:11][CH2:12][CH2:13][CH2:14][CH2:15][CH2:16][CH2:17][CH2:18][CH2:19][CH2:20][CH2:21][CH3:22])([CH3:5])[CH3:23])[CH:2]=[CH2:3] |f:3.4|. Procedure details: 16.8 grams of allyl iodide were dissolved in 44.6 grams of ethyl acetate and 27.8 grams of dimethyl hexadecyl amine were added slowly with stirring at room temperature. Within 15 minutes after the addition of the amine was complete, the viscosity of the solution increased and crystallization occurred. After 24 hours the crystals were filtered, washed with ethyl acetate, and dried. The colorless crystalline product contained 88% of the theoretical amount of iodide ion. The reactants are CCCCCCCC(=O)Cl, CCCCCCCCOc1ccc(-c2ncc(O)cc2F)cc1, c1ccncc1. Product: CCCCCCCCOc1ccc(-c2ncc(OC(=O)CCCCCCC)cc2F)cc1. Reaction SMILES: [C:1]([CH2:2][CH2:3][CH2:4][CH2:5][CH2:6][CH2:7][CH3:8])(=[O:9])[Cl:10].[F:11][c:12]1[c:13](-[c:19]2[cH:20][cH:21][c:22]([O:25][CH2:26][CH2:27][CH2:28][CH2:29][CH2:30][CH2:31][CH2:32][CH3:33])[cH:23][cH:24]2)[n:14][cH:15][c:16]([OH:18])[cH:17]1.[cH:34]1[cH:35][cH:36][n:37][cH:38][cH:39]1>>[C:1]([CH2:2][CH2:3][CH2:4][CH2:5][CH2:6][CH2:7][CH3:8])(=[O:9])[O:18][c:16]1[cH:15][n:14][c:13](-[c:19]2[cH:20][cH:21][c:22]([O:25][CH2:26][CH2:27][CH2:28][CH2:29][CH2:30][CH2:31][CH2:32][CH3:33])[cH:23][cH:24]2)[c:12]([F:11])[cH:17]1. Reactants: C1(=CC=C(C=C1)S(=O)(=O)O)C.C(C1=CC=CC=C1)OC([C@@H](N)C(C)C)=O (valine benzyl ester p-toluene-sulfonic acid salt), N1=CC=C(C=C1)S(=O)(=O)Cl (4-pyridylsulfonyl chloride). Run in C(Cl)Cl (CH2Cl2). Run at time 1 hour. Yields the product C(C1=CC=CC=C1)OC([C@@H](N(S(=O)(=O)CC)C1=CC=NC=C1)C(C)C)=O (4-pyridyl-ethanesulfonyl-valine benzyl ester). As a reaction SMILES: C1(C)C=C[C:4]([S:7](O)(=[O:9])=[O:8])=[CH:3]C=1.[CH2:12]([O:19][C:20](=[O:26])[C@H:21]([CH:23]([CH3:25])[CH3:24])[NH2:22])[C:13]1[CH:18]=[CH:17][CH:16]=[CH:15][CH:14]=1.[N:27]1[CH:32]=[CH:31][C:30](S(Cl)(=O)=O)=[CH:29][CH:28]=1>C(Cl)Cl>[CH2:12]([O:19][C:20](=[O:26])[C@H:21]([CH:23]([CH3:24])[CH3:25])[N:22]([C:30]1[CH:29]=[CH:28][N:27]=[CH:32][CH:31]=1)[S:7]([CH2:4][CH3:3])(=[O:9])=[O:8])[C:13]1[CH:18]=[CH:17][CH:16]=[CH:15][CH:14]=1 |f:0.1|. Procedure details: To 1 gm of valine benzyl ester p-toluene-sulfonic acid salt in 40 ml of CH2Cl2 at 0° C. was added 1.12 gm of 4-pyridylsulfonyl chloride (U.S. Pat. No. 431,504 (1982)) and 1.9 ml of triethylamino. After 1 hour, the solution was washed with water and extracted with CH2Cl2 (2×100 ml), dried and concentrated. Silica gel column chromotography provided 4-pyridyl-ethanesulfonyl-valine benzyl ester which was treated with 10% Pd/C in methanol under hydrogen atmosphere to provide the desired product in 85...